This data is from the Open Reaction Database (ORD), a public repository of structured organic reaction records. The task is: describe an organic reaction: reactants, conditions, products, and yield Starting materials: CC(=O)OC(C)=O, COc1c(CC(=O)O)cccc1Sc1ccccc1Cl, I, [Na+], O=S([O-])O. The product is O=C1Cc2cccc(Sc3ccccc3Cl)c2O1. Reaction SMILES: [CH3:27][C:28]([O:29][C:30](=[O:31])[CH3:32])=[O:33].[CH3:2][O:3][c:4]1[c:5]([CH2:18][C:19](=[O:20])[OH:21])[cH:6][cH:7][cH:8][c:9]1[S:10][c:11]1[c:12]([Cl:17])[cH:13][cH:14][cH:15][cH:16]1.[IH:1].[Na+:26].[S:22]([O-:23])([OH:24])=[O:25]>>[c:4]12[c:5]([cH:6][cH:7][cH:8][c:9]1[S:10][c:11]1[c:12]([Cl:17])[cH:13][cH:14][cH:15][cH:16]1)[CH2:18][C:19](=[O:20])[O:21]2. Reactants: CO, COC(=O)CCCc1ccc(C(Cc2ccccc2)N=[N+]=[N-])cc1, O=[Pt]. Yields the product COC(=O)CCCc1ccc(C(N)Cc2ccccc2)cc1. RXN SMILES: [CH3:25][OH:26].[N:1](=[N+:2]=[N-:3])[CH:4]([CH2:5][c:6]1[cH:7][cH:8][cH:9][cH:10][cH:11]1)[c:12]1[cH:13][cH:14][c:15]([CH2:18][CH2:19][CH2:20][C:21](=[O:22])[O:23][CH3:24])[cH:16][cH:17]1.[Pt:27]=[O:28]>>[NH2:1][CH:4]([CH2:5][c:6]1[cH:7][cH:8][cH:9][cH:10][cH:11]1)[c:12]1[cH:13][cH:14][c:15]([CH2:18][CH2:19][CH2:20][C:21](=[O:22])[O:23][CH3:24])[cH:16][cH:17]1. Starting materials: CN(CC=CCCCC=C)C(C)O ((methyl(octa-2,7-dienyl)amino)ethanol), C(C(=C)C)(=O)OC (methyl methacrylate). Product: C(\C=C\CCCC=C)N(CCOC(C(=C)C)=O)C (2-[((2-E)octa-2,7-dienyl)methylamino]ethyl-2-methylprop-2-enoate). As a reaction SMILES: [CH3:1][N:2]([CH:11](O)[CH3:12])[CH2:3][CH:4]=[CH:5][CH2:6][CH2:7][CH2:8][CH:9]=[CH2:10].[C:14]([O:19]C)(=[O:18])[C:15]([CH3:17])=[CH2:16]>>[CH2:3]([N:2]([CH3:1])[CH2:11][CH2:12][O:19][C:14](=[O:18])[C:15]([CH3:17])=[CH2:16])/[CH:4]=[CH:5]/[CH2:6][CH2:7][CH2:8][CH:9]=[CH2:10]. Reported procedure: The resulting (methyl(octa-2,7-dienyl)amino)ethanol was subsequently reacted with methyl methacrylate to give 2-[((2-E)octa-2,7-dienyl)methylamino]ethyl-2-methylprop-2-enoate.